From a dataset of the Open Reaction Database (ORD), a public repository of structured organic reaction records. describe an organic reaction: reactants, conditions, products, and yield The reactants are COC=1C=C(C=CC1)CCNC(=O)C1CCN(CC1)C(C(F)(F)F)=O (1-trifluoroacetyl-piperidine-4-carboxylic acid [2-(3-methoxy-phenyl)-ethyl]-amide). Run in O=P(Cl)(Cl)Cl (POCl3). Product: FC(C(=O)N1CCC(CC1)C1=NCCC2=CC(=CC=C12)OC)(F)F (2,2,2-Trifluoro-1-[4-(6-methoxy-3,4-dihydro-isoquinolin-1-yl)-piperidin-1-yl]-ethanone). Isolated yield 88.3%. Reaction SMILES: [CH3:1][O:2][C:3]1[CH:4]=[C:5]([CH2:9][CH2:10][NH:11][C:12]([CH:14]2[CH2:19][CH2:18][N:17]([C:20](=[O:25])[C:21]([F:24])([F:23])[F:22])[CH2:16][CH2:15]2)=O)[CH:6]=[CH:7][CH:8]=1>O=P(Cl)(Cl)Cl>[F:22][C:21]([F:24])([F:23])[C:20]([N:17]1[CH2:18][CH2:19][CH:14]([C:12]2[C:6]3[C:5](=[CH:4][C:3]([O:2][CH3:1])=[CH:8][CH:7]=3)[CH2:9][CH2:10][N:11]=2)[CH2:15][CH2:16]1)=[O:25]. Procedure details: A stirred solution of 1-trifluoroacetyl-piperidine-4-carboxylic acid [2-(3-methoxy-phenyl)-ethyl]-amide (1.04 g, 2.9 mmol) in POCl3 under an atmosphere of N2 was heated at reflux for 2.5 hours. The reaction was allowed to cool to RT and the POCl3 was removed in vacuo. The residual oil was suspended in toluene (20 ml) and concentrated in vacuo (this process was repeated twice more), leaving the desired product as a tan colored solid (0.872 g, 2.56 mmol, 88% yield). MS 341 (M+1) Reactants: C(C)OC(C(C)SC1=CN=C(S1)NC(=O)N(C1=CC(=CC=C1)C(NC)=O)CC1CCCC1)=O ({2-[3-cyclopentylmethyl-3-(3-methylcarbamoyl-phenyl)-ureido]-thiazol-5-ylsulfanyl}-propionic acid ethyl ester), C(C)OC(C(C)SC1=CN=C(S1)N)=O ((2-amino-thiazol-5-ylsulfanyl) propionic acid ethyl ester), C1(CCCC1)CN(C(NC=1SC=C(N1)CC(=O)O)=O)C1=CC=C(C=C1)S(=O)(=O)C ({2-[3-cyclopentylmethyl-3-(4-methanesulfonyl-phenyl)-ureido]-thiazol-4-yl}-acetic acid), C1(CCCC1)CNC=1C=C(C(=O)NC)C=CC1 (3-(cyclopentylmethyl-amino)-N-methyl-benzamide). The product is C1(CCCC1)N(C(N(C=1SC(=CN1)SCCC(=O)O)C)=O)C1=CC(=CC=C1)C(NC)=O (3-{2-[3-Cyclopentyl methyl-3-(3-methylcarbamoyl-phenyl)-ureido]-thiazol-5-ylsulfanyl}-propionic acid). RXN SMILES: C(OC(=O)C([S:7][C:8]1[S:12][C:11]([NH:13][C:14]([N:16](CC2CCCC2)[C:17]2[CH:22]=[CH:21][CH:20]=[C:19]([C:23](=[O:26])[NH:24][CH3:25])[CH:18]=2)=[O:15])=[N:10][CH:9]=1)C)C.C1(CN(C2C=CC(S(C)(=O)=O)=CC=2)C(=O)NC2SC=[C:46]([CH2:48][C:49]([OH:51])=[O:50])N=2)CCCC1.[CH:63]1(CNC2C=C(C=CC=2)C(NC)=O)[CH2:67][CH2:66][CH2:65][CH2:64]1.[CH2:80](OC(=O)C(SC1SC(N)=NC=1)C)C>>[CH:63]1([N:16]([C:17]2[CH:22]=[CH:21][CH:20]=[C:19]([C:23](=[O:26])[NH:24][CH3:25])[CH:18]=2)[C:14](=[O:15])[N:13]([CH3:80])[C:11]2[S:12][C:8]([S:7][CH2:46][CH2:48][C:49]([OH:51])=[O:50])=[CH:9][N:10]=2)[CH2:67][CH2:66][CH2:65][CH2:64]1. Procedure details: The title compound was prepared via {2-[3-cyclopentylmethyl-3-(3-methylcarbamoyl-phenyl)-ureido]-thiazol-5-ylsulfanyl}-propionic acid ethyl ester in a similar manner as described for the synthesis of {2-[3-cyclopentylmethyl-3-(4-methanesulfonyl-phenyl)-ureido]-thiazol-4-yl}-acetic acid, using 3-(cyclopentylmethyl-amino)-N-methyl-benzamide and (2-amino-thiazol-5-ylsulfanyl) propionic acid ethyl ester The reactants are C(C1=CC=CC=C1)OC=1C=C(C=O)C=CC1N1S(N(C(C1)=O)CC[Si](C)(C)C)(=O)=O (3-Benzyloxy-4-[1,1,4-trioxo-5-(2-trimethylsilanylethyl)-1,2,5-thiadiazolidin-2-yl]-benzaldehyde), N1=C(C=CC=C1)[Mg]Br (2-pyridyl magnesium bromide). Solvent: C1CCOC1 (THF). Run at temperature -78 celsius, time 1 hour. The product is C(C1=CC=CC=C1)OC1=C(C=CC(=C1)C(C1=NC=CC=C1)O)N1CC(N(S1(=O)=O)CC[Si](C)(C)C)=O (5-[2-Benzyloxy-4-(hydroxypyridin-2-yl-methyl)-phenyl]-1,1-dioxo-2-(2-trimethylsilanylethyl)-1,2,5-thiadiazolidin-3-one). As a reaction SMILES: [CH2:1]([O:8][C:9]1[CH:10]=[C:11]([CH:14]=[CH:15][C:16]=1[N:17]1[CH2:21][C:20](=[O:22])[N:19]([CH2:23][CH2:24][Si:25]([CH3:28])([CH3:27])[CH3:26])[S:18]1(=[O:30])=[O:29])[CH:12]=[O:13])[C:2]1[CH:7]=[CH:6][CH:5]=[CH:4][CH:3]=1.[N:31]1[CH:36]=[CH:35][CH:34]=[CH:33][C:32]=1[Mg]Br>C1COCC1>[CH2:1]([O:8][C:9]1[CH:10]=[C:11]([CH:12]([OH:13])[C:32]2[CH:33]=[CH:34][CH:35]=[CH:36][N:31]=2)[CH:14]=[CH:15][C:16]=1[N:17]1[S:18](=[O:29])(=[O:30])[N:19]([CH2:23][CH2:24][Si:25]([CH3:26])([CH3:27])[CH3:28])[C:20](=[O:22])[CH2:21]1)[C:2]1[CH:7]=[CH:6][CH:5]=[CH:4][CH:3]=1. Procedure: To a solution of 3-benzyloxy-4-[1,1,4-trioxo-5-(2-trimethylsilanylethyl)-1,2,5-thiadiazolidin-2-yl]-benzaldehyde (Example 81, step B) (75 mg, 0.17 mmol) in anhydrous THF (4 mL) at −78° C. is added dropwise 2-pyridyl magnesium bromide (0.25M in THF, 1.36 mL, 0.34 mmol). The reaction is stirred at −78° C. for 1 h, then is quenched with saturated NH4Cl. The mixture is extracted with EtOAc and the organic phase is dried over MgSO4. The solvent is removed under reduced pressure and the crude material... Starting materials: CC1OC2=C(O1)C=C(C(=C2)NC(=O)C)[N+](=O)[O-] (2-methyl-5-acetamino-6-nitro-1,3-benzodioxole), C[O-].[Na+] (sodium methoxide), C(C)(=O)O (acetic acid). Run in CO (methanol). The product is CC1OC2=C(O1)C=C(C(=C2)N)[N+](=O)[O-] (2-methyl-5-amino-6-nitro-1,3-benzodioxole). Yield: 89.8%. Reaction SMILES: [CH3:1][CH:2]1[O:6][C:5]2[CH:7]=[C:8]([N+:15]([O-:17])=[O:16])[C:9]([NH:11]C(C)=O)=[CH:10][C:4]=2[O:3]1.C[O-].[Na+].C(O)(=O)C>CO>[CH3:1][CH:2]1[O:6][C:5]2[CH:7]=[C:8]([N+:15]([O-:17])=[O:16])[C:9]([NH2:11])=[CH:10][C:4]=2[O:3]1 |f:1.2|. Procedure: 39.6 g of 2-methyl-5-acetamino-6-nitro-1,3-benzodioxole were boiled at reflux for 1 hour in 4 l of methanol with 4 g of sodium methoxide. After adding 5 ml of glacial acetic acid, the solution was evaporated in vacuo. The last traces of glacial acetic acid were removed by evaporation with toluene. The residue was dissolved in methylene chloride and filtered through a small amount of silicon dioxide. The evaporated filtrate was crystallized from isopropanol. There were obtained 29.3 g (90.1% of t... Starting materials: [Si](C1=CC=CC=C1)(C1=CC=CC=C1)(C(C)(C)C)OCC/C=C/[C@H](CC(C)C)NC(OCC1=CC=CC=C1)=O ((S,E)-Benzyl 8-(tert-butyldiphenylsilyloxy)-2-methyloct-5-en-4-ylcarbamate), CCCC[N+](CCCC)(CCCC)CCCC.[F-] (TBAF). Run in C1CCOC1 (THF). Run at time 3.5 hour. The product is hexanes EtOAc, OCC/C=C/[C@H](CC(C)C)NC(OCC1=CC=CC=C1)=O ((S,E)-Benzyl 8-hydroxy-2-methyloct-5-en-4-ylcarbamate). RXN SMILES: [Si]([O:18][CH2:19][CH2:20]/[CH:21]=[CH:22]/[C@@H:23]([NH:28][C:29](=[O:38])[O:30][CH2:31][C:32]1[CH:37]=[CH:36][CH:35]=[CH:34][CH:33]=1)[CH2:24][CH:25]([CH3:27])[CH3:26])(C(C)(C)C)(C1C=CC=CC=1)C1C=CC=CC=1.CCCC[N+](CCCC)(CCCC)CCCC.[F-]>C1COCC1>[OH:18][CH2:19][CH2:20]/[CH:21]=[CH:22]/[C@@H:23]([NH:28][C:29](=[O:38])[O:30][CH2:31][C:32]1[CH:37]=[CH:36][CH:35]=[CH:34][CH:33]=1)[CH2:24][CH:25]([CH3:26])[CH3:27] |f:1.2|. Reported procedure: To a solution of the TBDPS-protected alcohol 8b (584 mg, 1.10 mmol, crude) in dry THF (9 mL) at 0° C. was added TBAF (1.0M/THF, 1.38 mL, 1.38 mmol), and the reaction mixture was allowed to warm to rt while stirring under argon for 3.5 h, then quenched with sat. aq. NH4Cl and diluted with EtOAc. The aqueous phase was separated and extracted with EtOAc. The combined organic layers were washed with brine, dried (Na2SO4), filtered and concentrated in vacuo. Flash chromatography (SiO2, 5:5, hexanes/E... Reactants: Cl.NC1=C2N=CN(C2=NC=N1)C1=CC=C(C=C1)NC(=O)NC1=CC(=C(C=C1)Cl)C(F)(F)F (1-[4-(6-aminopurin-9-yl)phenyl]-3-(4-chloro-3-(trifluoromethyl)phenyl)urea hydrochloride), CN([C@@H](CC(C)C)C(=O)O)C(=O)OC(C)(C)C (N-methyl-tert-butoxycarbonyl-L-leucine). Yields the product Cl.ClC1=C(C=C(C=C1)NC(NC1=CC=C(C=C1)N1C2=NC=NC(=C2N=C1)NC([C@H](CC(C)C)NC)=O)=O)C(F)(F)F ((S)-4-Methyl-2-(methylamino)pentanoic acid (9-(4-[3-(4-chloro-3-(trifluoromethyl)phenyl)ureido]phenyl)-9H-purin-6-yl)amide hydrochloride). Reaction SMILES: Cl.[NH2:2][C:3]1[N:11]=[CH:10][N:9]=[C:8]2[C:4]=1[N:5]=[CH:6][N:7]2[C:12]1[CH:17]=[CH:16][C:15]([NH:18][C:19]([NH:21][C:22]2[CH:27]=[CH:26][C:25]([Cl:28])=[C:24]([C:29]([F:32])([F:31])[F:30])[CH:23]=2)=[O:20])=[CH:14][CH:13]=1.[CH3:33][N:34](C(OC(C)(C)C)=O)[C@H:35]([C:40](O)=[O:41])[CH2:36][CH:37]([CH3:39])[CH3:38]>>[ClH:28].[Cl:28][C:25]1[CH:26]=[CH:27][C:22]([NH:21][C:19](=[O:20])[NH:18][C:15]2[CH:14]=[CH:13][C:12]([N:7]3[CH:6]=[N:5][C:4]4[C:8]3=[N:9][CH:10]=[N:11][C:3]=4[NH:2][C:40](=[O:41])[C@@H:35]([NH:34][CH3:33])[CH2:36][CH:37]([CH3:39])[CH3:38])=[CH:17][CH:16]=2)=[CH:23][C:24]=1[C:29]([F:31])([F:32])[F:30] |f:0.1,3.4|. Reported procedure: The title compound can be synthesized from 1-[4-(6-aminopurin-9-yl)phenyl]-3-(4-chloro-3-(trifluoromethyl)phenyl)urea hydrochloride and N-methyl-tert-butoxycarbonyl-L-leucine by using the same method as in Example 96. The reactants are COc1ccc2[nH]c3cc(I)c4c(c3c2c1)C(=O)NC4=O, O. Yields the product O=C1NC(=O)c2c1c(I)cc1[nH]c3ccc(O)cc3c21. RXN SMILES: [I:1][c:2]1[cH:3][c:4]2[nH:5][c:6]3[cH:7][cH:8][c:9]([O:20][CH3:21])[cH:10][c:11]3[c:12]2[c:13]2[c:14]1[C:15](=[O:19])[NH:16][C:17]2=[O:18].[OH2:22]>>[I:1][c:2]1[cH:3][c:4]2[nH:5][c:6]3[cH:7][cH:8][c:9]([OH:20])[cH:10][c:11]3[c:12]2[c:13]2[c:14]1[C:15](=[O:19])[NH:16][C:17]2=[O:18]. The reactants are cuprate, 1h, C(CCC)[Li] (n-Butyl lithium), solution, α-lithiotetrahydrofuran, [O-]S(=O)(=O)C(F)(F)F (triflate), O1C(CCC1)[Sn](CCCC)(CCCC)CCCC ((tetrahydrofuran-2-yl)tri-n-butylstannane), C1(=CC=CC=C1)CC(=O)NC1[C@@H]2N(C(=C(CS2)OS(=O)(=O)C(F)(F)F)C(=O)OC(C2=CC=CC=C2)C2=CC=CC=C2)C1=O (diphenylmethyl 7-phenylacetamido-3-triflyloxyceph-3-em-4-carboxylate). Reagents/catalysts: [Cu](Br)Br (copper bromide), [Cu]Br (copper (I) bromide). Solvent: C1CCOC1 (THF), CCCCCC (hexane), CSC (dimethyl sulphide), C1CCOC1 (THF), CN1C(CCC1)=O (N-methylpyrrolidinone), C1CCOC1 (THF). Run at temperature -78 celsius, time 15 minute. The product is C1(=CC=CC=C1)CC(=O)N[C@H]1[C@@H]2N(C(C(=CS2)C2OCCC2)C(=O)OC(C2=CC=CC=C2)C2=CC=CC=C2)C1=O (Diphenylmethyl (6R,7R)-7-phenylacetamido-3-(tetrahydrofuran-2-yl)ceph-2-em-4-carboxylate), cephems. Isolated yield 61.0%. Reaction SMILES: [O:1]1[CH2:5][CH2:4][CH2:3][CH:2]1[Sn](CCCC)(CCCC)CCCC.C([Li])CCC.[C:24]1([CH2:30][C:31]([NH:33][CH:34]2[C:65](=[O:66])[N:36]3[C:37]([C:49]([O:51][CH:52]([C:59]4[CH:64]=[CH:63][CH:62]=[CH:61][CH:60]=4)[C:53]4[CH:58]=[CH:57][CH:56]=[CH:55][CH:54]=4)=[O:50])=[C:38](OS(C(F)(F)F)(=O)=O)[CH2:39][S:40][C@H:35]23)=[O:32])[CH:29]=[CH:28][CH:27]=[CH:26][CH:25]=1.[O-]S(C(F)(F)F)(=O)=O>C1COCC1.CCCCCC.CSC.CN1CCCC1=O.[Cu]Br.[Cu](Br)Br>[C:24]1([CH2:30][C:31]([NH:33][C@@H:34]2[C:65](=[O:66])[N:36]3[CH:37]([C:49]([O:51][CH:52]([C:53]4[CH:54]=[CH:55][CH:56]=[CH:57][CH:58]=4)[C:59]4[CH:60]=[CH:61][CH:62]=[CH:63][CH:64]=4)=[O:50])[C:38]([CH:2]4[CH2:3][CH2:4][CH2:5][O:1]4)=[CH:39][S:40][C@H:35]23)=[O:32])[CH:29]=[CH:28][CH:27]=[CH:26][CH:25]=1. Reported procedure: A solution of (tetrahydrofuran-2-yl)tri-n-butylstannane (J. S. Sawyer, A. Kucerovy, T. L. MacDonald, and G. J. McGarvey, J. Amer. Chem. Soc., 1988, 110, 842) (3.0g, 8.30 mmol) in THF (20ml) was cooled to -78° C. n-Butyl lithium (6.23ml of a 1.6M solution in hexane, 9.97mmol) was then added and the solution was stirred for 15 min. at -78° C. A second flask containing copper (I) bromide.dimethyl sulphide complex (0.854g, 4.14mmol) suspended in a mixture of dimethyl sulphide (15ml) and THF (30ml) w... The reactants are C1CCC2=NCCCN2CC1 (DBU), ON1C(C=2C(C1=O)=CC=CC2)=O (N-hydroxylphthalimide), C1(CCCCC1)Br (cyclohexyl bromide). Solvent: CN(C)C=O (DMF). Run at temperature 55 celsius, time 15 hour. Product: C1(CCCCC1)ON1C(C2=CC=CC=C2C1=O)=O (2-(cyclohexyloxy)-1H-isoindole-1,3(2H)-dione). Reaction SMILES: [OH:1][N:2]1[C:6](=[O:7])[C:5]2=[CH:8][CH:9]=[CH:10][CH:11]=[C:4]2[C:3]1=[O:12].[CH2:13]1[CH2:23][CH2:22]N2[C:16](=NCCC2)[CH2:15][CH2:14]1.C1(Br)CCCCC1>CN(C=O)C>[CH:13]1([O:1][N:2]2[C:3](=[O:12])[C:4]3[C:5](=[CH:8][CH:9]=[CH:10][CH:11]=3)[C:6]2=[O:7])[CH2:14][CH2:15][CH2:16][CH2:22][CH2:23]1. Procedure details: N-hydroxylphthalimide (61.3 mmol, 10.0 g) was dissolved in anhydrous DMF (60 mL) under nitrogen. To the stirring solution, DBU (92.0 mmol, 13.75 mL) was injected followed by cyclohexyl bromide (76.6 mmol, 9.43 mL) and the reaction was warmed to 55° C. After stirring for 15 hours, the reaction was warmed to 80° C. for 5 hours, then cooled to room temperature and concentrated to a red oil. The reaction was partitioned between ethyl acetate and 1N HCl. The organic layer was washed with 1N NaOH, bri... Reactants: CN1CCNCC1, COc1ccc(S(=O)(=O)N2C(=O)C(c3cc(CC=O)ccc3OC)(N3CC(O)CC3C(=O)N(C)C)c3cc(Cl)ccc32)c(OC(F)(F)F)c1. Yields the product COc1ccc(S(=O)(=O)N2C(=O)C(c3cc(CCN4CCN(C)CC4)ccc3OC)(N3CC(O)CC3C(=O)N(C)C)c3cc(Cl)ccc32)c(OC(F)(F)F)c1. As a reaction SMILES: [CH3:50][N:51]1[CH2:52][CH2:53][NH:54][CH2:55][CH2:56]1.[Cl:1][c:2]1[cH:3][c:4]2[c:8]([cH:9][cH:10]1)[N:7]([S:11](=[O:12])(=[O:13])[c:14]1[c:15]([O:22][C:23]([F:24])([F:25])[F:26])[cH:16][c:17]([O:20][CH3:21])[cH:18][cH:19]1)[C:6](=[O:27])[C:5]2([c:28]1[c:29]([O:37][CH3:38])[cH:30][cH:31][c:32]([CH2:34][CH:35]=[O:36])[cH:33]1)[N:39]1[CH:40]([C:41](=[O:42])[N:43]([CH3:44])[CH3:45])[CH2:46][CH:47]([OH:49])[CH2:48]1>>[Cl:1][c:2]1[cH:3][c:4]2[c:8]([cH:9][cH:10]1)[N:7]([S:11](=[O:12])(=[O:13])[c:14]1[c:15]([O:22][C:23]([F:24])([F:25])[F:26])[cH:16][c:17]([O:20][CH3:21])[cH:18][cH:19]1)[C:6](=[O:27])[C:5]2([c:28]1[c:29]([O:37][CH3:38])[cH:30][cH:31][c:32]([CH2:34][CH2:35][N:54]2[CH2:53][CH2:52][N:51]([CH3:50])[CH2:56][CH2:55]2)[cH:33]1)[N:39]1[CH:40]([C:41](=[O:42])[N:43]([CH3:44])[CH3:45])[CH2:46][CH:47]([OH:49])[CH2:48]1.